This data is from the Open Reaction Database (ORD), a public repository of structured organic reaction records. The task is: describe an organic reaction: reactants, conditions, products, and yield Reactants: O (water), [H-].[Na+] (Sodium hydride), BrC=1C=C(C=2C=NNC2C1)C(=O)OC (methyl 6-bromo-1H-indazole-4-carboxylate), CC1=CC=C(C=C1)S(=O)(=O)Cl (4-methylbenzenesulfonyl chloride). Run in CN(C=O)C (N,N-dimethylformamide). Run at temperature 0 celsius, time 10 minute. Yields the product BrC=1C=C(C=2C=NN(C2C1)S(=O)(=O)C1=CC=C(C=C1)C)C(=O)OC (Methyl 6-bromo-1-[(4-methylphenyl)sulfonyl]-1H-indazole-4-carboxylate). The yield is 83.6%. RXN SMILES: [H-].[Na+].[Br:3][C:4]1[CH:5]=[C:6]([C:13]([O:15][CH3:16])=[O:14])[C:7]2[CH:8]=[N:9][NH:10][C:11]=2[CH:12]=1.[CH3:17][C:18]1[CH:23]=[CH:22][C:21]([S:24](Cl)(=[O:26])=[O:25])=[CH:20][CH:19]=1.O>CN(C)C=O>[Br:3][C:4]1[CH:5]=[C:6]([C:13]([O:15][CH3:16])=[O:14])[C:7]2[CH:8]=[N:9][N:10]([S:24]([C:21]3[CH:22]=[CH:23][C:18]([CH3:17])=[CH:19][CH:20]=3)(=[O:26])=[O:25])[C:11]=2[CH:12]=1 |f:0.1|. Reported procedure: Sodium hydride (1.289 g, 32.2 mmol) was added portion wise to a solution of methyl 6-bromo-1H-indazole-4-carboxylate (4.11 g, 16.11 mmol) in N,N-dimethylformamide (50 ml) at 0° C. The dark orange mixture was stirred at 0° C. for 10 mins, then treated with 4-methylbenzenesulfonyl chloride (3.38 g, 17.72 mmol). The resultant pale cream mixture was stirred for 30 mins at 0° C. then poured into water (1000 ml). The cream precipitate was filtered off under vacuum and dried in the vacuum oven at 50° C... Reactants: CS(=O)(=O)Nc1cc(Br)cnc1Cl, C1COCCO1, CC1CN(Cc2nc(C(=O)Nc3cc(B4OC(C)(C)CC(C)(C)O4)cc4c3cnn4C)cs2)CC(C)O1, [K+], [K+], [K+], O, O=P([O-])([O-])[O-]. The product is CC1CN(Cc2nc(C(=O)Nc3cc(-c4cnc(Cl)c(NS(C)(=O)=O)c4)cc4c3cnn4C)cs2)CC(C)O1. RXN SMILES: [Br:38][c:39]1[cH:40][c:41]([NH:46][S:47](=[O:48])(=[O:49])[CH3:50])[c:42]([Cl:45])[n:43][cH:44]1.[CH2:59]1[O:60][CH2:61][CH2:62][O:63][CH2:64]1.[CH3:1][CH:2]1[O:3][CH:4]([CH3:37])[CH2:5][N:6]([CH2:8][c:9]2[s:10][cH:11][c:12]([C:14](=[O:15])[NH:16][c:17]3[c:18]4[cH:19][n:20][n:21]([CH3:36])[c:22]4[cH:23][c:24]([B:26]4[O:27][C:28]([CH3:29])([CH3:30])[CH2:31][C:32]([CH3:33])([CH3:34])[O:35]4)[cH:25]3)[n:13]2)[CH2:7]1.[K+:56].[K+:57].[K+:58].[OH2:65].[P:51]([O-:52])([O-:53])([O-:54])=[O:55]>>[CH3:1][CH:2]1[O:3][CH:4]([CH3:37])[CH2:5][N:6]([CH2:8][c:9]2[s:10][cH:11][c:12]([C:14](=[O:15])[NH:16][c:17]3[c:18]4[cH:19][n:20][n:21]([CH3:36])[c:22]4[cH:23][c:24](-[c:39]4[cH:40][c:41]([NH:46][S:47](=[O:48])(=[O:49])[CH3:50])[c:42]([Cl:45])[n:43][cH:44]4)[cH:25]3)[n:13]2)[CH2:7]1. Procedure: Following the procedure of Example 1, sodium hydride (3.63 g of 50% dispersion in oil, 0.15 mole), 1,6-dibromohexane (23.07 ml, 0.15 mole) and 2-piperidone (7.5 g, 0.076 mole) were reacted in dimethylformamide. The filtered, concentrated reaction mixture was taken up in 200 ml of water and 200 ml of hexane. The hexane layer was separated and evaporated to an oil. The oil was chromatographed on silica gel using ethyl acetate as eluant and tlc monitoring. Clean product-containing fractions were co... Reactants: [H-].[Na+] (sodium hydride), BrCCCCCCBr (1,6-dibromohexane), N1C(CCCC1)=O (2-piperidone). Isolated yield 18.4%. Product: BrCCCCCCN1C(CCCC1)=O (1-(6-bromo-1-hexyl)-2-piperidone). Run in CN(C=O)C (dimethylformamide), O (water), CCCCCC (hexane). As a reaction SMILES: [H-].[Na+].Br[CH2:4][CH2:5][CH2:6][CH2:7][CH2:8][CH2:9][Br:10].[NH:11]1[CH2:16][CH2:15][CH2:14][CH2:13][C:12]1=[O:17]>CN(C)C=O.O.CCCCCC>[Br:10][CH2:9][CH2:8][CH2:7][CH2:6][CH2:5][CH2:4][N:11]1[CH2:16][CH2:15][CH2:14][CH2:13][C:12]1=[O:17] |f:0.1|. Reactants: ClC1=CC=C(C=C1)C=1N=C(SC1)CCN (2-(4-(4-chlorophenyl)thiazol-2-yl)ethanamine), FC(C1=NC(=NO1)C=1C=NC=C(C(=O)O)C1)(F)F (5-(5-(trifluoromethyl)-1,2,4-oxadiazol-3-yl)nicotinic acid). The product is ClC1=CC=C(C=C1)C=1N=C(SC1)CCNC(C1=CN=CC(=C1)C1=NOC(=N1)C(F)(F)F)=O (N-(2-(4-(4-Chlorophenyl)thiazol-2-yl)ethyl)-5-(5-(trifluoromethyl)-1,2,4-oxadiazol-3-yl)nicotinamide). The yield is 35.0%. RXN SMILES: [Cl:1][C:2]1[CH:7]=[CH:6][C:5]([C:8]2[N:9]=[C:10]([CH2:13][CH2:14][NH2:15])[S:11][CH:12]=2)=[CH:4][CH:3]=1.[F:16][C:17]([F:33])([F:32])[C:18]1[O:22][N:21]=[C:20]([C:23]2[CH:24]=[N:25][CH:26]=[C:27]([CH:31]=2)[C:28](O)=[O:29])[N:19]=1>>[Cl:1][C:2]1[CH:3]=[CH:4][C:5]([C:8]2[N:9]=[C:10]([CH2:13][CH2:14][NH:15][C:28](=[O:29])[C:27]3[CH:31]=[C:23]([C:20]4[N:19]=[C:18]([C:17]([F:33])([F:32])[F:16])[O:22][N:21]=4)[CH:24]=[N:25][CH:26]=3)[S:11][CH:12]=2)=[CH:6][CH:7]=1. Procedure: This compound was synthesized from 2-(4-(4-chlorophenyl)thiazol-2-yl)ethanamine and 5-(5-(trifluoromethyl)-1,2,4-oxadiazol-3-yl)nicotinic acid as described in example 8 step 6 (65 mg, yield 35%). 1H NMR (400 MHz, CDCl3) δ 9.46 (d, J=1.8 Hz, 1H), 9.24 (d, J=1.8 Hz, 1H), 8.80 (t, J=2.1 Hz, 1H), 7.82-7.80 (m, 3H), 7.41 (s, 1H), 7.38-7.36 (m, 2H), 4.05-4.01 (q, J=5.8 Hz, 2H), 3.43-3.40 (t, J=5.9 Hz, 2H). MS (ESI) m/z: Calculated for C20H13ClF3N5O2S: 479.04. found: 480.0 (M+H)+. Starting materials: BrCC1CC2(C1)OCCO2, [Na+], [OH-], O, c1ccccc1. Yields the product C=C1CC2(C1)OCCO2. As a reaction SMILES: [Br:1][CH2:2][CH:3]1[CH2:4][C:5]2([CH2:6]1)[O:7][CH2:8][CH2:9][O:10]2.[Na+:12].[OH-:11].[OH2:19].[cH:13]1[cH:14][cH:15][cH:16][cH:17][cH:18]1>>[CH2:2]=[C:3]1[CH2:4][C:5]2([CH2:6]1)[O:7][CH2:8][CH2:9][O:10]2. Starting materials: CC(C#N)(C)C (trimethylacetonitrile), CCOCC (ether), CCOCC (ether), [Mg] (magnesium), BrC1=CC=C(C=C1)C (p-bromotoluene), CCOCC (ether), CCOCC (ether), Cl (hydrochloric acid). Reaction conditions: time 2 hour. The product is CC(C(=O)C1=CC=C(C=C1)C)(C)C (2,2-dimethyl-1-(4-methylphenyl)-1-propanone). The yield is 27.0%. As a reaction SMILES: [Mg].Br[C:3]1[CH:8]=[CH:7][C:6]([CH3:9])=[CH:5][CH:4]=1.[CH3:10][C:11]([CH3:15])([CH3:14])[C:12]#N.Cl.CC[O:19]CC>>[CH3:10][C:11]([CH3:15])([CH3:14])[C:12]([C:3]1[CH:8]=[CH:7][C:6]([CH3:9])=[CH:5][CH:4]=1)=[O:19]. Reported procedure: To a suspension (200 ml) of magnesium (7.14 g, 294 mmol) in ether in a three necked flask was added dropwise a solution of p-bromotoluene (34 ml, 276 mmol) in ether (100 ml), and the mixture was heated under reflux for 1.5 hrs. Thereafter, to the mixture was added a solution of trimethylacetonitrile (25 ml, 226 mmol) in ether (100 ml), and the mixture was stirred for 2 hrs. The mixture was then ice-cooled. To the mixture was added dropwise 6N hydrochloric acid, and the mixture was stirred at roo... Reported procedure: 3.89 g of (4S,5S)-3-benzyloxycarbonyl-2,2-dimethyl-5-(2-hydroxyethyl)-4-isobutyloxazolidine was dissolved in 15 ml of pyridine, and 2.65 g of p-toluenesulfonyl chloride was added and dissolved therein. The mixture was then reacted at room temperature overnight. The reaction solution thus obtained was concentrated, and precipitated insolubles were filtered off. The filtrate thus obtained was purified by silica gel column chromatography (developer: benzene/ethyl acetate (30/1)) to obtain 4.47 g of... Product: C(C1=CC=CC=C1)OC(=O)N1C(O[C@H]([C@@H]1CC(C)C)CCOS(=O)(=O)C1=CC=C(C=C1)C)(C)C ((4S,5S)-3-benzyloxycarbonyl-2,2-dimethyl-5-(2-p-toluenesulfonyloxyethyl)-4-isobutyloxazolidine). Starting materials: C(C1=CC=CC=C1)OC(=O)N1C(O[C@H]([C@@H]1CC(C)C)CCO)(C)C ((4S,5S)-3-benzyloxycarbonyl-2,2-dimethyl-5-(2-hydroxyethyl)-4-isobutyloxazolidine), C1(=CC=C(C=C1)S(=O)(=O)Cl)C (p-toluenesulfonyl chloride). Yield: 78.7%. Run in N1=CC=CC=C1 (pyridine). RXN SMILES: [CH2:1]([O:8][C:9]([N:11]1[C@@H:15]([CH2:16][CH:17]([CH3:19])[CH3:18])[C@H:14]([CH2:20][CH2:21][OH:22])[O:13][C:12]1([CH3:24])[CH3:23])=[O:10])[C:2]1[CH:7]=[CH:6][CH:5]=[CH:4][CH:3]=1.[C:25]1([CH3:35])[CH:30]=[CH:29][C:28]([S:31](Cl)(=[O:33])=[O:32])=[CH:27][CH:26]=1>N1C=CC=CC=1>[CH2:1]([O:8][C:9]([N:11]1[C@@H:15]([CH2:16][CH:17]([CH3:18])[CH3:19])[C@H:14]([CH2:20][CH2:21][O:22][S:31]([C:28]2[CH:29]=[CH:30][C:25]([CH3:35])=[CH:26][CH:27]=2)(=[O:33])=[O:32])[O:13][C:12]1([CH3:24])[CH3:23])=[O:10])[C:2]1[CH:7]=[CH:6][CH:5]=[CH:4][CH:3]=1.